Task: describe an organic reaction: reactants, conditions, products, and yield. Dataset: the Open Reaction Database (ORD), a public repository of structured organic reaction records The reactants are C1CCOC1, Cc1cnc(CN(C2CCNCC2)C(C)c2ccccn2)c(C)c1, O=C(NO)Oc1ccccc1. The product is Cc1cnc(CN(C2CCN(C(=O)NO)CC2)C(C)c2ccccn2)c(C)c1. Reaction SMILES: [CH2:36]1[O:37][CH2:38][CH2:39][CH2:40]1.[CH3:1][c:2]1[c:3]([CH2:9][N:10]([CH:11]([CH3:12])[c:13]2[n:14][cH:15][cH:16][cH:17][cH:18]2)[CH:19]2[CH2:20][CH2:21][NH:22][CH2:23][CH2:24]2)[n:4][cH:5][c:6]([CH3:8])[cH:7]1.[O:25]([c:27]1[cH:28][cH:29][cH:30][cH:31][cH:33]1)[C:32](=[O:26])[NH:34][OH:35]>>[CH3:1][c:2]1[c:3]([CH2:9][N:10]([CH:11]([CH3:12])[c:13]2[n:14][cH:15][cH:16][cH:17][cH:18]2)[CH:19]2[CH2:20][CH2:21][N:22]([C:32](=[O:25])[NH:34][OH:35])[CH2:23][CH2:24]2)[n:4][cH:5][c:6]([CH3:8])[cH:7]1. Starting materials: CC(=O)O, CC(C)O, Clc1ccccc1Oc1cccnc1. The product is [O-][n+]1cccc(Oc2ccccc2Cl)c1. As a reaction SMILES: [CH3:19][C:20](=[O:21])[OH:22].[CH:15]([CH3:16])([CH3:17])[OH:18].[Cl:1][c:2]1[c:3]([O:4][c:5]2[cH:6][n:7][cH:8][cH:9][cH:10]2)[cH:11][cH:12][cH:13][cH:14]1>>[Cl:1][c:2]1[c:3]([O:4][c:5]2[cH:6][n+:7]([O-:18])[cH:8][cH:9][cH:10]2)[cH:11][cH:12][cH:13][cH:14]1. Reactants: CCOC(=O)COc1cc(OC)cc(OC)c1C(=O)C=Cc1ccc(OC)cc1, Cl, [K+], C1COCCO1, [OH-]. Yields the product COc1ccc(C=CC(=O)c2c(OC)cc(OC)cc2OCC(=O)O)cc1. Reaction SMILES: [CH2:1]([CH3:2])[O:3][C:4](=[O:5])[CH2:6][O:7][c:8]1[c:9]([C:10]([CH:11]=[CH:12][c:13]2[cH:14][cH:15][c:16]([O:19][CH3:20])[cH:17][cH:18]2)=[O:21])[c:22]([O:28][CH3:29])[cH:23][c:24]([O:26][CH3:27])[cH:25]1.[ClH:32].[K+:31].[O:33]1[CH2:34][CH2:35][O:36][CH2:37][CH2:38]1.[OH-:30]>>[O:3]=[C:4]([OH:5])[CH2:6][O:7][c:8]1[c:9]([C:10]([CH:11]=[CH:12][c:13]2[cH:14][cH:15][c:16]([O:19][CH3:20])[cH:17][cH:18]2)=[O:21])[c:22]([O:28][CH3:29])[cH:23][c:24]([O:26][CH3:27])[cH:25]1. Starting materials: COC(=O)CCc1ccc(OCc2ccc(CN(CCC(C)C)c3nc(-c4ccccc4)cs3)cc2)cc1, CO, Cl, [Na+], C1CCOC1, [OH-], O. Product: CC(C)CCN(Cc1ccc(COc2ccc(CCC(=O)O)cc2)cc1)c1nc(-c2ccccc2)cs1. Reaction SMILES: [CH3:1][CH:2]([CH2:3][CH2:4][N:5]([c:6]1[s:7][cH:8][c:9](-[c:11]2[cH:12][cH:13][cH:14][cH:15][cH:16]2)[n:10]1)[CH2:17][c:18]1[cH:19][cH:20][c:21]([CH2:22][O:23][c:24]2[cH:25][cH:26][c:27]([CH2:30][CH2:31][C:32](=[O:33])[O:34][CH3:35])[cH:28][cH:29]2)[cH:36][cH:37]1)[CH3:38].[CH3:41][OH:42].[ClH:40].[Na+:49].[O:43]1[CH2:44][CH2:45][CH2:46][CH2:47]1.[OH-:48].[OH2:39]>>[CH3:1][CH:2]([CH2:3][CH2:4][N:5]([c:6]1[s:7][cH:8][c:9](-[c:11]2[cH:12][cH:13][cH:14][cH:15][cH:16]2)[n:10]1)[CH2:17][c:18]1[cH:19][cH:20][c:21]([CH2:22][O:23][c:24]2[cH:25][cH:26][c:27]([CH2:30][CH2:31][C:32](=[O:33])[OH:34])[cH:28][cH:29]2)[cH:36][cH:37]1)[CH3:38].